Dataset: the Open Reaction Database (ORD), a public repository of structured organic reaction records. Task: describe an organic reaction: reactants, conditions, products, and yield Starting materials: ClCCl, CCOC(C)=O, CCCc1nc(C)n(-c2ccc(OC3CCC(O)CC3)cc2)c(=O)c1Cc1ccc(-c2ccccc2-c2noc(=O)[nH]2)cc1F, [Na+], [Na+], O, O=S([O-])([O-])=S. Yields the product CCCc1nc(C)n(-c2ccc(OC3CCC(=O)CC3)cc2)c(=O)c1Cc1ccc(-c2ccccc2-c2noc(=O)[nH]2)cc1F. Reaction SMILES: [CH2:60]([Cl:61])[Cl:62].[CH3:46][CH2:47][O:48][C:49](=[O:50])[CH3:51].[F:1][c:2]1[cH:3][c:4](-[c:34]2[c:35](-[c:40]3[n:41][o:42][c:43](=[O:45])[nH:44]3)[cH:36][cH:37][cH:38][cH:39]2)[cH:5][cH:6][c:7]1[CH2:8][c:9]1[c:10](=[O:33])[n:11](-[c:19]2[cH:20][cH:21][c:22]([O:25][CH:26]3[CH2:27][CH2:28][CH:29]([OH:32])[CH2:30][CH2:31]3)[cH:23][cH:24]2)[c:12]([CH3:18])[n:13][c:14]1[CH2:15][CH2:16][CH3:17].[Na+:58].[Na+:59].[OH2:52].[S:53]([O-:54])([O-:55])(=[O:56])=[S:57]>>[F:1][c:2]1[cH:3][c:4](-[c:34]2[c:35](-[c:40]3[n:41][o:42][c:43](=[O:45])[nH:44]3)[cH:36][cH:37][cH:38][cH:39]2)[cH:5][cH:6][c:7]1[CH2:8][c:9]1[c:10](=[O:33])[n:11](-[c:19]2[cH:20][cH:21][c:22]([O:25][CH:26]3[CH2:27][CH2:28][C:29](=[O:32])[CH2:30][CH2:31]3)[cH:23][cH:24]2)[c:12]([CH3:18])[n:13][c:14]1[CH2:15][CH2:16][CH3:17]. Reactants: ClC=1C=C(C=C(C1)[N+](=O)[O-])OC (3-chloro-5-nitroanisole), Cl.[NH+]1=CC=CC=C1 (pyridinium hydrochloride). The solvent is O (water). Conditions: temperature 200 celsius, time 8 hour. Yields the product ClC=1C=C(C=C(C1)[N+](=O)[O-])O (3-chloro-5-nitrophenol). As a reaction SMILES: [Cl:1][C:2]1[CH:3]=[C:4]([O:11]C)[CH:5]=[C:6]([N+:8]([O-:10])=[O:9])[CH:7]=1.Cl.[NH+]1C=CC=CC=1>O>[Cl:1][C:2]1[CH:3]=[C:4]([OH:11])[CH:5]=[C:6]([N+:8]([O-:10])=[O:9])[CH:7]=1 |f:1.2|. Reported procedure: 1.65 g 3-chloro-5-nitroanisole are combined with 20.3 g pyridinium hydrochloride and heated to 200° C. for 1 hour. Then the mixture is left overnight to come up to ambient temperature, 200 ml of water are added, the precipitated solid is suction filtered and dried in vacuo.